Dataset: the Open Reaction Database (ORD), a public repository of structured organic reaction records. Task: describe an organic reaction: reactants, conditions, products, and yield Reactants: COC=1C=C2C(=CNC2=C(C1)C)C1CCN(CC1)C (5-methoxy-7-methyl-3-(1-methylpiperidin-4-yl)-1H-indole), Cl.N1=CC=CC=C1 (pyridine hydrochloride). Solvent: O (water). Reaction conditions: time 45 minute. Product: CC=1C=C(C=C2C(=CNC12)C1CCN(CC1)C)O (7-Methyl-3-(1-methylpiperidin-4-yl)-1H-indole-5-ol). Yield: 82.0%. RXN SMILES: C[O:2][C:3]1[CH:4]=[C:5]2[C:9](=[C:10]([CH3:12])[CH:11]=1)[NH:8][CH:7]=[C:6]2[CH:13]1[CH2:18][CH2:17][N:16]([CH3:19])[CH2:15][CH2:14]1.Cl.N1C=CC=CC=1>O>[CH3:12][C:10]1[CH:11]=[C:3]([OH:2])[CH:4]=[C:5]2[C:9]=1[NH:8][CH:7]=[C:6]2[CH:13]1[CH2:18][CH2:17][N:16]([CH3:19])[CH2:15][CH2:14]1 |f:1.2|. Procedure: In a round bottom flask was placed 5-methoxy-7-methyl-3-(1-methylpiperidin-4-yl)-1H-indole (3.9 mmole, 1.01 g) and pyridine hydrochloride (25 g). The flask was then placed in a preheated oil bath set at 190° C. for 45 minutes. This solution was cooled to room temperature. The resulting solidified material was dissolved in water (200 mL). The pH was adjusted to approximately 10.3, which resulted in a precipitate. The insoluble material was collected by filtration, rinsed with water to afford 0.78... Procedure: 73.0 g of 2-isopropylhydrazinecarboxylic acid ethyl ester and 42.0 g of sodium bicarbonate are stirred into 200 ml of methylene chloride and 400 ml of water. There is then introduced at room temperature in the course of 20 minutes, with continuous stirring, 30.8 g of gaseous cyanogen chloride. After an hour's stirring, the methylene chloride base is separated, dried over sodium sulphate and the solvent is distilled off in vacuo. There is obtained as residue 75.0 g (87.5% of theory) of 2-isopropy... Isolated yield 87.7%. The product is C(C)OC(=O)NN(C#N)C(C)C (2-isopropyl-2-cyanohydrazinecarboxylic acid ethyl ester). Solvent: O (water). RXN SMILES: [CH2:1]([O:3][C:4]([NH:6][NH:7][CH:8]([CH3:10])[CH3:9])=[O:5])[CH3:2].C(=O)(O)[O-].[Na+].C(Cl)Cl.[N:19]#[C:20]Cl>O>[CH2:1]([O:3][C:4]([NH:6][N:7]([CH:8]([CH3:10])[CH3:9])[C:20]#[N:19])=[O:5])[CH3:2] |f:1.2|. The reactants are N#CCl (cyanogen chloride), C(C)OC(=O)NNC(C)C (2-isopropylhydrazinecarboxylic acid ethyl ester), C([O-])(O)=O.[Na+] (sodium bicarbonate), C(Cl)Cl (methylene chloride). Reactants: NNC(=O)c1ccncc1, CN=C=S, CC(C)O. The product is CNC(=S)NNC(=O)c1ccncc1. RXN SMILES: [C:1]([c:2]1[cH:3][cH:4][n:5][cH:6][cH:7]1)(=[O:8])[NH:9][NH2:10].[CH3:11][N:12]=[C:13]=[S:14].[CH:15]([OH:16])([CH3:17])[CH3:18]>>[C:1]([c:2]1[cH:3][cH:4][n:5][cH:6][cH:7]1)(=[O:8])[NH:9][NH:10][C:13]([NH:12][CH3:11])=[S:14]. Reactants: C1(=CC=CC=C1)P(C1=CC=CC=C1)C1=CC=CC=C1 (triphenylphosphine), BrC1=CC=C(C(=O)OC)C=C1 (methyl 4-bromobenzoate), C(CC#C)O (3-butyn-1-ol). The reagents and catalysts are [Pd](Cl)Cl (palladium chloride), [Cu]I (copper (I) iodide). Run in C(C)NCC (diethylamine). The product is OCCCCC1=CC=C(C(=O)OC)C=C1 (methyl 4-(4-hydroxybut-1-yl)benzoate). Isolated yield 75.8%. As a reaction SMILES: C1(P(C2C=CC=CC=2)C2C=CC=CC=2)C=CC=CC=1.Br[C:21]1[CH:30]=[CH:29][C:24]([C:25]([O:27][CH3:28])=[O:26])=[CH:23][CH:22]=1.[CH2:31]([OH:35])[CH2:32][C:33]#[CH:34]>C(NCC)C.[Pd](Cl)Cl.[Cu]I>[OH:35][CH2:31][CH2:32][CH2:33][CH2:34][C:21]1[CH:30]=[CH:29][C:24]([C:25]([O:27][CH3:28])=[O:26])=[CH:23][CH:22]=1. Procedure: To a mixture of 0.082 g (0.005 eq) of palladium chloride, and 0.244 g (0.01 eq) of triphenylphosphine, and 20.00 g (1.0 eq) of methyl 4-bromobenzoate in diethylamine which is stirred under nitrogen is added 0.178 g (0.01 eq) of copper (I) iodide and 6.52 g (1.0 eq) of 3-butyn-1-ol. The reaction mixture is stirred under nitrogen at room temperature (about 25° C.) for eighteen hours. Diethylamine is then removed under reduced pressure, water is added, and the mixture extracted with benzene. The be... Starting materials: ClC=1C=CC2=C(C(=NCC=3N2C(=NN3)CCl)C3=CC=CC=C3)C1 (8-chloro-1-(chloromethyl)-6-phenyl-4-H-s-triazolo[4,3-a][1,4]benzodiazepine), [I-].[K+] (potassium iodide), CC=CCN (methylallylamine). Run in O1CCCC1 (tetrahydrofuran). Product: ClC=1C=CC2=C(C(=NCC=3N2C(=NN3)CNCCC=C)C3=CC=CC=C3)C1 (8-chloro-1-[(allylmethylamino)methyl]-6-phenyl-4H-s-triazolo[4,3-a][1,4]benzodiazepine). Yield: 78.7%. RXN SMILES: [Cl:1][C:2]1[CH:3]=[CH:4][C:5]2[N:11]3[C:12]([CH2:15]Cl)=[N:13][N:14]=[C:10]3[CH2:9][N:8]=[C:7]([C:17]3[CH:22]=[CH:21][CH:20]=[CH:19][CH:18]=3)[C:6]=2[CH:23]=1.[I-].[K+].[CH3:26][CH:27]=[CH:28][CH2:29][NH2:30]>O1CCCC1>[Cl:1][C:2]1[CH:3]=[CH:4][C:5]2[N:11]3[C:12]([CH2:15][NH:30][CH2:29][CH2:28][CH:27]=[CH2:26])=[N:13][N:14]=[C:10]3[CH2:9][N:8]=[C:7]([C:17]3[CH:22]=[CH:21][CH:20]=[CH:19][CH:18]=3)[C:6]=2[CH:23]=1 |f:1.2|. Procedure: A stirred mixture of 8-chloro-1-(chloromethyl)-6-phenyl-4-H-s-triazolo[4,3-a][1,4]benzodiazepine (1.37 g., 0.004 mole), potassium iodide (0.67 g., 0.004 mole), methylallylamine (0.84 g., 0.012 mole) and tetrahydrofuran (100 ml.) is kept at ambient temperature (25° C.) for 18 hours and concentrated in vacuo. The residue is mixed with water and extracted with methylene chloride. The extract is washed with brine, dried over anhydrous sodium sulfate and concentrated. The residue is crystallized from... Reactants: C1(=CC=CC=C1)C1=C(C(=NO1)C1=C2C(=NO1)C1=CC=C(C=C1C2)C=C)C(F)(F)F (3-(5-phenyl-4-(trifluoromethyl)isoxazol-3-yl)-6-vinyl-4H-indeno[1,2-c]isoxazole), C[N+]1(CCOCC1)[O-] (NMO), I(=O)(=O)(=O)[O-].[Na+] (Sodium periodate). Reagents/catalysts: [Os](=O)(=O)(=O)=O (osmium tetroxide), [Os](=O)(=O)(=O)=O (osmium tetroxide). Run in O (water), C1CCOC1 (THF), O (water). Conditions: time 8 hour. The product is C1(=CC=CC=C1)C1=C(C(=NO1)C1=C2C(=NO1)C1=CC=C(C=C1C2)C=O)C(F)(F)F (3-(5-phenyl-4-(trifluoromethyl)isoxazol-3-yl)-4H-indeno[1,2-c]isoxazole-6-carbaldehyde). RXN SMILES: [C:1]1([C:7]2[O:11][N:10]=[C:9]([C:12]3[O:16][N:15]=[C:14]4[C:17]5[C:22]([CH2:23][C:13]=34)=[CH:21][C:20]([CH:24]=C)=[CH:19][CH:18]=5)[C:8]=2[C:26]([F:29])([F:28])[F:27])[CH:6]=[CH:5][CH:4]=[CH:3][CH:2]=1.C[N+]1([O-])CC[O:34]CC1.I([O-])(=O)(=O)=O.[Na+]>C1COCC1.O.[Os](=O)(=O)(=O)=O>[C:1]1([C:7]2[O:11][N:10]=[C:9]([C:12]3[O:16][N:15]=[C:14]4[C:17]5[C:22]([CH2:23][C:13]=34)=[CH:21][C:20]([CH:24]=[O:34])=[CH:19][CH:18]=5)[C:8]=2[C:26]([F:27])([F:28])[F:29])[CH:6]=[CH:5][CH:4]=[CH:3][CH:2]=1 |f:2.3|. Procedure details: To a clear solution of 3-(5-phenyl-4-(trifluoromethyl)isoxazol-3-yl)-6-vinyl-4H-indeno[1,2-c]isoxazole (Preparation 87C, 25 mg, 0.063 mmol) in THF (1 mL) were sequentially added NMO (50% in water, 0.016 mL, 0.076 mmol) and osmium tetroxide (4% in water, 0.012 mL, 1.902 μmol) at room temperature. The solution was vigorously stirred at room temperature for 1 hr before more osmium tetroxide (4% in water, 0.02 mL) was added. The mixture was stirred at room temperature overnight. Sodium periodate (17... Reactants: ClC1=C(C=O)C=CC=C1 (2-chlorobenzaldehyde), NC1=NNC=C1 (3-aminopyrazole), O=C(CC(=O)OCC)CCCC (ethyl 3-ketoheptanoate). The product is C(CCC)C1=C(C(C=2C(N1)=NNC2)C2=C(C=CC=C2)Cl)C(=O)OCC (Ethyl 6-butyl-4-(2-chlorophenyl)-4,7-dihydro-2H-pyrazolo[3,4-b]pyridine-5-carboxylate). Reaction SMILES: [Cl:1][C:2]1[CH:9]=[CH:8][CH:7]=[CH:6][C:3]=1[CH:4]=O.[NH2:10][C:11]1[CH:15]=[CH:14][NH:13][N:12]=1.O=[C:17]([CH2:24][CH2:25][CH2:26][CH3:27])[CH2:18][C:19]([O:21][CH2:22][CH3:23])=[O:20]>>[CH2:24]([C:17]1[NH:10][C:11]2=[N:12][NH:13][CH:14]=[C:15]2[CH:4]([C:3]2[CH:6]=[CH:7][CH:8]=[CH:9][C:2]=2[Cl:1])[C:18]=1[C:19]([O:21][CH2:22][CH3:23])=[O:20])[CH2:25][CH2:26][CH3:27]. Procedure: The title compound was prepared from 2-chlorobenzaldehyde, 3-aminopyrazole and ethyl 3-ketoheptanoate in the same manner as in Example 1.